Dataset: the Open Reaction Database (ORD), a public repository of structured organic reaction records. Task: describe an organic reaction: reactants, conditions, products, and yield Run at time 10 minute. As a reaction SMILES: [OH-].[Na+].Cl.[CH3:4][O:5][C:6]1[CH:26]=[CH:25][C:9]2[NH:10][C:11]([S:13][CH2:14][C:15]3[C:20]([CH3:21])=[C:19]([O:22][CH3:23])[C:18]([CH3:24])=[CH:17][N:16]=3)=[N:12][C:8]=2[CH:7]=1.C1(=O)OC(=[O:31])C2=CC=CC=C12.C(=O)([O-])[O-].[Na+].[Na+].OO>ClCCl.O>[CH3:24][C:18]1[CH:17]=[N:16][C:15]([CH2:14][S+:13]([O-:31])[C:11]2[NH:10][C:9]3[CH:25]=[CH:26][C:6]([O:5][CH3:4])=[CH:7][C:8]=3[N:12]=2)=[C:20]([CH3:21])[C:19]=1[O:22][CH3:23] |f:0.1,2.3,5.6.7|. The product is CC=1C=NC(=C(C1OC)C)C[S+](C=2NC=3C=CC(=CC3N2)OC)[O-] (Omeprazole). The reactants are C([O-])([O-])=O.[Na+].[Na+] (sodium carbonate), OO (Hydrogen peroxide), [OH-].[Na+] (Sodium hydroxide), Cl.COC1=CC2=C(NC(=N2)SCC2=NC=C(C(=C2C)OC)C)C=C1 (5-methoxy-2-[(3,5-dimethyl-4-methoxy-2-pyridinyl)methylthio]-1H-benzimidazole hydrochloride), C1(C=2C(C(=O)O1)=CC=CC2)=O (phthalic anhydride). The solvent is O (water), ClCCl (DCM). Procedure: Sodium hydroxide solution (5%, 100 ml) was added to a suspension of 36.50 gm of 5-methoxy-2-[(3,5-dimethyl-4-methoxy-2-pyridinyl)methylthio]-1H-benzimidazole hydrochloride (X) in DCM (200 ml) and stirred for 10 mins. The DCM (dichloromethane) layer was separated and to it was added phthalic anhydride (20 gm, 0.135 mole). The reaction mixture was cooled and to it was added sodium carbonate (18 gm) and water 20 ml. Hydrogen peroxide (45%, 12 ml) was added dropwise at −5 to 0° C. when the reaction ... The yield is 85.3%. The reactants are [Al+3], CCOC(=O)CC1SC(c2cc(C(C)(C)C)c(O)c(C(C)(C)C)c2)N(CCCN(C)CCOc2ccc3c(c2)OCO3)C1=O, Cl, [H-], [H-], [H-], [H-], [Li+], C1CCOC1. Yields the product CN(CCCN1C(=O)C(CCO)SC1c1cc(C(C)(C)C)c(O)c(C(C)(C)C)c1)CCOc1ccc2c(c1)OCO2. Reaction SMILES: [Al+3:46].[C:1]([CH3:2])([CH3:3])([CH3:4])[c:5]1[cH:6][c:7]([CH:16]2[S:17][CH:18]([CH2:39][C:40](=[O:41])[O:42][CH2:43][CH3:44])[C:19](=[O:38])[N:20]2[CH2:21][CH2:22][CH2:23][N:24]([CH2:25][CH2:26][O:27][c:28]2[cH:29][c:30]3[c:31]([cH:32][cH:33]2)[O:34][CH2:35][O:36]3)[CH3:37])[cH:8][c:9]([C:12]([CH3:13])([CH3:14])[CH3:15])[c:10]1[OH:11].[ClH:51].[H-:45].[H-:48].[H-:49].[H-:50].[Li+:47].[O:52]1[CH2:53][CH2:54][CH2:55][CH2:56]1>>[C:1]([CH3:2])([CH3:3])([CH3:4])[c:5]1[cH:6][c:7]([CH:16]2[S:17][CH:18]([CH2:39][CH2:40][OH:41])[C:19](=[O:38])[N:20]2[CH2:21][CH2:22][CH2:23][N:24]([CH2:25][CH2:26][O:27][c:28]2[cH:29][c:30]3[c:31]([cH:32][cH:33]2)[O:34][CH2:35][O:36]3)[CH3:37])[cH:8][c:9]([C:12]([CH3:13])([CH3:14])[CH3:15])[c:10]1[OH:11]. The reactants are [OH-].[Na+] (sodium hydroxide), C(C)OC1=CC=C(C=C1)C1(C(C(C1)(F)F)(F)F)C(=O)OCC (Ethyl 1-(4-ethoxyphenyl)-2,2,3,3-tetrafluorocyclobutane carboxylate), ice water. Run in O (water), C(C)O (ethanol). Product: C(C)OC1=CC=C(C=C1)C1(C(C(C1)(F)F)(F)F)C(=O)O (1-(4-ethoxyphenyl)-2,2,3,3-tetrafluorocyclobutane carboxylic acid). Reaction SMILES: [CH2:1]([O:3][C:4]1[CH:9]=[CH:8][C:7]([C:10]2([C:18]([O:20]CC)=[O:19])[CH2:13][C:12]([F:15])([F:14])[C:11]2([F:17])[F:16])=[CH:6][CH:5]=1)[CH3:2].[OH-].[Na+]>C(O)C.O>[CH2:1]([O:3][C:4]1[CH:9]=[CH:8][C:7]([C:10]2([C:18]([OH:20])=[O:19])[CH2:13][C:12]([F:15])([F:14])[C:11]2([F:16])[F:17])=[CH:6][CH:5]=1)[CH3:2] |f:1.2|. Procedure details: Ethyl 1-(4-ethoxyphenyl)-2,2,3,3-tetrafluorocyclobutane carboxylate (14.5 g) was dissolved in ethanol (100 ml) and a 10% w/w solution of sodium hydroxide in water (100 ml) was added and the mixture refluxed for 2.5 hours. The mixture was cooled, added to ice water and extracted with diethyl ether. The aqueous layer was acidified and the precipitate was filtered off, washed with water, dried and crystallised from 60°-80° petroleum ether to give the acid mp 112°-3° C. Yield 11.2 g (85%). Analysis:... Reactants: C(C)(=O)OCC (ethyl acetate), COC1=CC=C(C=C1)C=1N=C(SC1)NCCC1=CC=C(C#N)C=C1 (4-{2-[4-(4-Methoxy-phenyl)-thiazol-2-ylamino]-ethyl}-benzonitrile), ICCCC (1-Iodobutane), [H-].[Na+] (sodium hydride). Run in CN(C=O)C (dimethylformamide). Product: C(CCC)N(CCC1=CC=C(C#N)C=C1)C=1SC=C(N1)C1=CC=C(C=C1)OC (4-(2-{Butyl-[4-(4-methoxy-phenyl)-thiazol-2-yl]-amino}-ethyl)-benzonitrile). RXN SMILES: [CH3:1][O:2][C:3]1[CH:8]=[CH:7][C:6]([C:9]2[N:10]=[C:11]([NH:14][CH2:15][CH2:16][C:17]3[CH:24]=[CH:23][C:20]([C:21]#[N:22])=[CH:19][CH:18]=3)[S:12][CH:13]=2)=[CH:5][CH:4]=1.[H-].[Na+].I[CH2:28][CH2:29][CH2:30][CH3:31].C(OCC)(=O)C>CN(C)C=O>[CH2:28]([N:14]([C:11]1[S:12][CH:13]=[C:9]([C:6]2[CH:5]=[CH:4][C:3]([O:2][CH3:1])=[CH:8][CH:7]=2)[N:10]=1)[CH2:15][CH2:16][C:17]1[CH:18]=[CH:19][C:20]([C:21]#[N:22])=[CH:23][CH:24]=1)[CH2:29][CH2:30][CH3:31] |f:1.2|. Procedure details: 600 mg 4-{2-[4-(4-Methoxy-phenyl)-thiazol-2-ylamino]-ethyl}-benzonitrile were dissolved in 30 ml dimethylformamide. 85.9 mg sodium hydride (24% in mineral oil) were added and the reaction mixture stirred at room temperature for thirty minutes. Then 245 μl 1-Iodobutane were added and the reaction mixture stirred at room temperature for two hours. Then 100 ml ethyl acetate were added and the mixture was washed three times with portions of 50 ml water and then dried over MgSO4. The solvents were re...